Dataset: the Open Reaction Database (ORD), a public repository of structured organic reaction records. Task: describe an organic reaction: reactants, conditions, products, and yield Reactants: [H][H], C=Cc1ccc(N)c2c1CNC2=O, CN(C)C=O. The product is CCc1ccc(N)c2c1CNC2=O. Reaction SMILES: [H:14][H:15].[NH2:1][c:2]1[cH:3][cH:4][c:5]([CH:12]=[CH2:13])[c:6]2[c:10]1[C:9](=[O:11])[NH:8][CH2:7]2.[O:16]=[CH:17][N:18]([CH3:19])[CH3:20]>>[NH2:1][c:2]1[cH:3][cH:4][c:5]([CH2:12][CH3:13])[c:6]2[c:10]1[C:9](=[O:11])[NH:8][CH2:7]2.